Dataset: the Open Reaction Database (ORD), a public repository of structured organic reaction records. Task: describe an organic reaction: reactants, conditions, products, and yield Reactants: OC1=C(C=C(C=C1)C(C)(C)CC(C)(C)C)N1N=C2C(=N1)C=CC=C2 (2-(2-Hydroxy-5-tert-octylphenyl)-2H-benzotriazole), C(CCC)[Sn](CCCC)=O (dibutyltin oxide). Solvent: C1(=CC=CC=C1)C (toluene). Conditions: temperature 2.5 celsius. Product: C(CCC)[Sn](OC1=C(C=C(C=C1)C(C)(C)CC(C)(C)C)N1N=C2C(=N1)C=CC=C2)(OC2=C(C=C(C=C2)C(C)(C)CC(C)(C)C)N2N=C1C(=N2)C=CC=C1)CCCC (2,2′-{(Dibutylstannylene)bis[oxy-(5-tert-octyl-2,l-phenylene)]}bis-(2H-benzotriazole)). Yield: 43.3%. As a reaction SMILES: [OH:1][C:2]1[CH:7]=[CH:6][C:5]([C:8]([CH2:11][C:12]([CH3:15])([CH3:14])[CH3:13])([CH3:10])[CH3:9])=[CH:4][C:3]=1[N:16]1[N:20]=[C:19]2[CH:21]=[CH:22][CH:23]=[CH:24][C:18]2=[N:17]1.[CH2:25]([Sn:29](=[O:34])[CH2:30][CH2:31][CH2:32][CH3:33])[CH2:26][CH2:27][CH3:28]>C1(C)C=CC=CC=1>[CH2:25]([Sn:29]([CH2:30][CH2:31][CH2:32][CH3:33])([O:34][C:2]1[CH:7]=[CH:6][C:5]([C:8]([CH2:11][C:12]([CH3:13])([CH3:14])[CH3:15])([CH3:9])[CH3:10])=[CH:4][C:3]=1[N:16]1[N:17]=[C:18]2[CH:24]=[CH:23][CH:22]=[CH:21][C:19]2=[N:20]1)[O:1][C:2]1[CH:7]=[CH:6][C:5]([C:8]([CH2:11][C:12]([CH3:13])([CH3:14])[CH3:15])([CH3:9])[CH3:10])=[CH:4][C:3]=1[N:16]1[N:20]=[C:19]2[CH:21]=[CH:22][CH:23]=[CH:24][C:18]2=[N:17]1)[CH2:26][CH2:27][CH3:28]. Procedure: 2-(2-Hydroxy-5-tert-octylphenyl)-2H-benzotriazole (64.6 g, 0.2 mol, TINUVIN® 329, CIBA), dibutyltin oxide (24.89 g, 0.1 mol) and toluene are charged to a laboratory reactor and the contents are heated to reflux and refluxed for seven hours. About half of the amount of toluene is removed by distillation. The reaction mass is cooled to 0-5° C. after the addition of 200 g of hexane. Any unreacted TINUVIN® 329 and dibutyltin oxide are removed by filtration. The solvent is then removed by distillatio... Starting materials: CCCCOc1c(NC(C)(C)CC)c(=O)c1=O, NCc1cc(Cl)cc(Cl)c1, C1CCOC1. The product is CCC(C)(C)Nc1c(NCc2cc(Cl)cc(Cl)c2)c(=O)c1=O. Reaction SMILES: [CH2:1]([O:2][c:6]1[c:7](=[O:17])[c:8](=[O:16])[c:9]1[NH:10][C:11]([CH2:12][CH3:13])([CH3:14])[CH3:15])[CH2:3][CH2:4][CH3:5].[Cl:18][c:19]1[cH:20][c:21]([CH2:22][NH2:23])[cH:24][c:25]([Cl:27])[cH:26]1.[O:28]1[CH2:29][CH2:30][CH2:31][CH2:32]1>>[c:6]1([NH:23][CH2:22][c:21]2[cH:20][c:19]([Cl:18])[cH:26][c:25]([Cl:27])[cH:24]2)[c:7](=[O:17])[c:8](=[O:16])[c:9]1[NH:10][C:11]([CH2:12][CH3:13])([CH3:14])[CH3:15]. Reactants: N, [N+](C)(C)(C)C.[BH3-], C1CN(C[C@@H](C1=O)O)S(=O)(=O)C. Reagents/catalysts: c1ccc(cc1)-c2c3ccccc3cc4ccccc24 (9-Phenylanthracene), CC(C)[O-].CC(C)[O-].CC(C)[O-].CC(C)[O-].[Ti+4] (Ti(OiPr)4). Conditions: temperature 25 celsius, time 18 hour. Product: CS(=O)(=O)N1CC[C@@H](N)[C@@H](O)C1. RXN SMILES: [BH4-].C[N+](C)(C)C.[NH3:1].[CH3:2][S:3]([N:6]1[CH2:12][C@H:10]([OH:11])[C:9](=O)[CH2:8][CH2:7]1)(=[O:5])=[O:4]>>[CH3:2][S:3]([N:6]1[CH2:12][C@H:10]([OH:11])[C@H:9]([NH2:1])[CH2:8][CH2:7]1)(=[O:5])=[O:4]. The reactants are CS(=O)CCCNC1=NC=C2C(=N1)N=C(NC2=O)C2=C(C=CC=C2)OCCC (7-(3-methylsulphinylpropylamino)-4-oxo-2-(2-propoxyphenyl)-3,4-dihydropyrimido[4,5-d]pyrimidine), ClC=1C=C(C(=O)OO)C=CC1 (m-chloroperoxybenzoic acid), ClC=1C=C(C(=O)OO)C=CC1 (m-chloroperoxybenzoic acid). The solvent is ClCCl (dichloromethane). Product: CS(=O)(=O)CCCNC1=NC=C2C(=N1)N=C(NC2=O)C2=C(C=CC=C2)OCCC (7-(3-Methylsulphonylpropylamino)-4-oxo-2-(2-propoxyphenyl)-3,4-dihydropyrimido[4.5-d]pyrimidine). Reaction SMILES: [CH3:1][S:2]([CH2:4][CH2:5][CH2:6][NH:7][C:8]1[N:13]=[C:12]2[N:14]=[C:15]([C:19]3[CH:24]=[CH:23][CH:22]=[CH:21][C:20]=3[O:25][CH2:26][CH2:27][CH3:28])[NH:16][C:17](=[O:18])[C:11]2=[CH:10][N:9]=1)=[O:3].ClC1C=C(C=CC=1)C(OO)=[O:34]>ClCCl>[CH3:1][S:2]([CH2:4][CH2:5][CH2:6][NH:7][C:8]1[N:13]=[C:12]2[N:14]=[C:15]([C:19]3[CH:24]=[CH:23][CH:22]=[CH:21][C:20]=3[O:25][CH2:26][CH2:27][CH3:28])[NH:16][C:17](=[O:18])[C:11]2=[CH:10][N:9]=1)(=[O:34])=[O:3]. Reported procedure: A solution of 7-(3-methylsulphinylpropylamino)-4-oxo-2-(2-propoxyphenyl)-3,4-dihydropyrimido[4,5-d]pyrimidine (0.80 g) and m-chloroperoxybenzoic acid (0.40 g) in dichloromethane (50 ml) was stirred at ambient temperature for 24 hours. During this time further m-chloroperoxybenzoic acid (about 200 mg) was added on 2 occasions. The solution was washed with dilute aqueous sodium bicarbonate (3×25 ml) and the combined washings back-extracted with a little dichloromethane. The combined organic layer ... Starting materials: CCOCC, BrP(Br)Br, OCc1ccc2ncsc2c1. Yields the product BrCc1ccc2ncsc2c1. RXN SMILES: [CH3:16][CH2:17][O:18][CH2:19][CH3:20].[P:12]([Br:13])([Br:14])[Br:15].[s:1]1[cH:2][n:3][c:4]2[c:5]1[cH:6][c:7]([CH2:10][OH:11])[cH:8][cH:9]2>>[s:1]1[cH:2][n:3][c:4]2[c:5]1[cH:6][c:7]([CH2:10][Br:13])[cH:8][cH:9]2. Starting materials: ClC1=NC=NC2=CC(=C(C=C12)OC)OC (4-Chloro-6,7-dimethoxy-quinazoline), FC1=NC=CC=C1B(O)O (2-fluoropyridine-3-boronic acid), C(=O)(O)[O-].[Na+] (NaHCO3). Reagents/catalysts: C=1C=CC(=CC1)[P](C=2C=CC=CC2)(C=3C=CC=CC3)[Pd]([P](C=4C=CC=CC4)(C=5C=CC=CC5)C=6C=CC=CC6)([P](C=7C=CC=CC7)(C=8C=CC=CC8)C=9C=CC=CC9)[P](C=1C=CC=CC1)(C=1C=CC=CC1)C=1C=CC=CC1 (Pd(PPh3)4). Solvent: COCCOC (DME). Yields the product FC1=NC=CC=C1C1=NC=NC2=CC(=C(C=C12)OC)OC (4-(2-fluoro-pyridin-3-yl)-6,7-dimethoxy-quinazoline). RXN SMILES: Cl[C:2]1[C:11]2[C:6](=[CH:7][C:8]([O:14][CH3:15])=[C:9]([O:12][CH3:13])[CH:10]=2)[N:5]=[CH:4][N:3]=1.[F:16][C:17]1[C:22](B(O)O)=[CH:21][CH:20]=[CH:19][N:18]=1.C([O-])(O)=O.[Na+]>C1C=CC([P]([Pd]([P](C2C=CC=CC=2)(C2C=CC=CC=2)C2C=CC=CC=2)([P](C2C=CC=CC=2)(C2C=CC=CC=2)C2C=CC=CC=2)[P](C2C=CC=CC=2)(C2C=CC=CC=2)C2C=CC=CC=2)(C2C=CC=CC=2)C2C=CC=CC=2)=CC=1.COCCOC>[F:16][C:17]1[C:22]([C:2]2[C:11]3[C:6](=[CH:7][C:8]([O:14][CH3:15])=[C:9]([O:12][CH3:13])[CH:10]=3)[N:5]=[CH:4][N:3]=2)=[CH:21][CH:20]=[CH:19][N:18]=1 |f:2.3,^1:34,36,55,74|. Reported procedure: 4-Chloro-6,7-dimethoxy-quinazoline (250 mg, 1.11 mmol), 2-fluoropyridine-3-boronic acid (173 mg, 1.22 mmol), Pd(PPh3)4 (128 mg, 0.11 mmol), DME (4.0 mL) and 1 M NaHCO3 (1.0 mL) were reacted in a manner similar to Example 72. MS m/z=286 [M+1]+. Calc'd for C15H12FN3O2: 285.28. Starting materials: C(C)(=O)C1=NC=CC=C1 (2-acetylpyridine), COC1=CC=C(C=O)C=C1 (4-methoxybenzaldehyde), [OH-].[Na+] (sodium hydroxide). Run in CO (methanol). Run at time 14 hour. Product: COC1=CC=C(C=C1)C=CC(=O)C1=NC=CC=C1 (2-[3-(4-methoxyphenyl)-1-oxoprop-2-enyl]pyridine). As a reaction SMILES: [C:1]([C:4]1[CH:9]=[CH:8][CH:7]=[CH:6][N:5]=1)(=[O:3])[CH3:2].[CH3:10][O:11][C:12]1[CH:19]=[CH:18][C:15]([CH:16]=O)=[CH:14][CH:13]=1.[OH-].[Na+]>CO>[CH3:10][O:11][C:12]1[CH:19]=[CH:18][C:15]([CH:16]=[CH:2][C:1]([C:4]2[CH:9]=[CH:8][CH:7]=[CH:6][N:5]=2)=[O:3])=[CH:14][CH:13]=1 |f:2.3|. Procedure details: 7.4 g 2-acetylpyridine is added to a solution of 8.3 g 4-methoxybenzaldehyde in 100 ml methanol at 0° C. 100 ml of a 2 N sodium hydroxide solution is added with strong agitation. After 14 hours of agitation at room temperature, the yellow precipitate is filtered off, washed with 10 ml methanol and washed three times with 50 ml water, and dried in a vacuum. Starting materials: ClC1=C(C=NN(C1=O)C1OCCCC1)C(C#N)C1=C(C=CC=C1)C(F)(F)F ([5-chloro-6-oxo-1-(tetrahydro-pyran-2-yl)-1,6-dihydro-pyridazin-4-yl]-(2-trifluoromethyl-phenyl)-acetonitrile). Run in Cl (hydrochloric acid), C(C)(=O)O (acetic acid), O (water). Run at temperature 120 celsius. Yields the product ClC=1C(NN=CC1CC1=C(C=CC=C1)C(F)(F)F)=O (4-chloro-5-(2-trifluoromethyl-benzyl)-2H-pyridazin-3-one). The yield is 60.2%. RXN SMILES: [Cl:1][C:2]1[C:7](=[O:8])[N:6](C2CCCCO2)[N:5]=[CH:4][C:3]=1[CH:15]([C:18]1[CH:23]=[CH:22][CH:21]=[CH:20][C:19]=1[C:24]([F:27])([F:26])[F:25])C#N>Cl.C(O)(=O)C.O>[Cl:1][C:2]1[C:7](=[O:8])[NH:6][N:5]=[CH:4][C:3]=1[CH2:15][C:18]1[CH:23]=[CH:22][CH:21]=[CH:20][C:19]=1[C:24]([F:26])([F:27])[F:25]. Reported procedure: A mixture of [5-chloro-6-oxo-1-(tetrahydro-pyran-2-yl)-1,6-dihydro-pyridazin-4-yl]-(2-trifluoromethyl-phenyl)-acetonitrile (550 mg, 1.38 mmol) in concentrated hydrochloric acid (8.4 mL), glacial acetic acid (2.1 mL) and water (2.1 mL) (4:1:1, 0.11 M) was heated to 120° C. overnight. After this time, the reaction was cooled to 25° C. and then poured onto ice, followed by rinsing with minimal water. The resulting aqueous mixture was brought to pH=4-5 by treatment with a 4N aqueous sodium hydroxide... Reactants: [Mn](=O)(=O)(=O)[O-].[K+] (potassium permanganate), C(C)OC(=O)N1CCC(CC1)NS(=O)(=O)C1=CC=C(C=2CCCCC12)NC(C1=C(C=CC=C1)C)=O (4-[4-(2-Methyl-benzoylamino)-5,6,7,8-tetrahydro-naphthalene-1-sulfonylamino]-piperidine-1-carboxylic acid ethyl ester), S(=O)(=O)([O-])[O-].[Mg+2] (magnesium sulfate), aqueous solution. The solvent is CC(=O)C (acetone). Conditions: time 15 minute. Product: C(C)OC(=O)N1CCC(CC1)NS(=O)(=O)C1=CC=C(C=2C(CCCC12)=O)NC(C1=C(C=CC=C1)C)=O (4-[4-(2-Methyl-benzoylamino)-5-oxo-5,6,7,8-tetrahydro-naphthalene-1-sulfonylamino]-piperidine-1-carboxylic acid ethyl ester). Isolated yield 17.0%. As a reaction SMILES: [CH2:1]([O:3][C:4]([N:6]1[CH2:11][CH2:10][CH:9]([NH:12][S:13]([C:16]2[C:25]3[CH2:24][CH2:23][CH2:22][CH2:21][C:20]=3[C:19]([NH:26][C:27](=[O:35])[C:28]3[CH:33]=[CH:32][CH:31]=[CH:30][C:29]=3[CH3:34])=[CH:18][CH:17]=2)(=[O:15])=[O:14])[CH2:8][CH2:7]1)=[O:5])[CH3:2].S([O-])([O-])(=O)=[O:37].[Mg+2].[Mn]([O-])(=O)(=O)=O.[K+]>CC(C)=O>[CH2:1]([O:3][C:4]([N:6]1[CH2:7][CH2:8][CH:9]([NH:12][S:13]([C:16]2[C:25]3[CH2:24][CH2:23][CH2:22][C:21](=[O:37])[C:20]=3[C:19]([NH:26][C:27](=[O:35])[C:28]3[CH:33]=[CH:32][CH:31]=[CH:30][C:29]=3[CH3:34])=[CH:18][CH:17]=2)(=[O:15])=[O:14])[CH2:10][CH2:11]1)=[O:5])[CH3:2] |f:1.2,3.4|. Procedure details: 4-[4-(2-Methyl-benzoylamino)-5,6,7,8-tetrahydro-naphthalene-1-sulfonylamino]-piperidine-1-carboxylic acid ethyl ester (1.12 g, 2.24 mmol) was dissolved in acetone (25 mL) and a 15% aqueous solution of magnesium sulfate (2.5 mL). The solution was cooled in an ice bath and potassium permanganate (1.9 g, 12.3 mmol) was added and the solution was stirred for 15 min at which time the solution was allowed to warm to room temperature and stirred for 3 hr. The solution was concentrated and diluted with ... Reactants: CC1=CC=CC(=N1)CCOC1=CC=C(C=C1)[N+](=O)[O-] (4-[2-(6-methyl-2-pyridyl)ethoxy]nitrobenzene), CO (methanol), [H][H] (hydrogen). The reagents and catalysts are [C].[Pd] (palladium carbon). Solvent: C(C)(=O)OCC (ethyl acetate). Yields the product CC1=CC=CC(=N1)CCOC1=CC=C(N)C=C1 (4-[2-(6-methyl-2-pyridyl)ethoxy]aniline). Isolated yield 90.5%. Reaction SMILES: [CH3:1][C:2]1[N:7]=[C:6]([CH2:8][CH2:9][O:10][C:11]2[CH:16]=[CH:15][C:14]([N+:17]([O-])=O)=[CH:13][CH:12]=2)[CH:5]=[CH:4][CH:3]=1.CO.[H][H]>[C].[Pd].C(OCC)(=O)C>[CH3:1][C:2]1[N:7]=[C:6]([CH2:8][CH2:9][O:10][C:11]2[CH:12]=[CH:13][C:14]([NH2:17])=[CH:15][CH:16]=2)[CH:5]=[CH:4][CH:3]=1 |f:3.4|. Procedure details: To a solution of 2.8 g of 4-[2-(6-methyl-2-pyridyl)ethoxy]nitrobenzene in the mixture consisting of 30 ml of methanol and 20 ml of ethyl acetate is added 0.5 g of 10% palladium carbon, and then the mixture is shaken in a stream of hydrogen. After absorption of hydrogen ceased, the mixture is filtered and the filtrate is concentrated under reduced pressure. The residue is dissolved in ethyl acetate and washed with water, dried over anhydrous magnesium sulfate and then concentrated to give 2.24 g ...